From a dataset of the Open Reaction Database (ORD), a public repository of structured organic reaction records. describe an organic reaction: reactants, conditions, products, and yield Starting materials: CC(C)C(C(=O)NC(Cc1ccc(O)c(C(C)(C)C)c1)c1nccs1)N(C)C(=O)OC(C)(C)C, ClCCl, O=C(O)C(F)(F)F. Yields the product CNC(C(=O)NC(Cc1ccc(O)c(C(C)(C)C)c1)c1nccs1)C(C)C. As a reaction SMILES: [C:1]([CH3:2])([CH3:3])([CH3:4])[c:5]1[cH:6][c:7]([CH2:12][CH:13]([c:14]2[s:15][cH:16][cH:17][n:18]2)[NH:19][C:20]([CH:21]([CH:22]([CH3:23])[CH3:24])[N:25]([CH3:26])[C:27]([O:28][C:29]([CH3:30])([CH3:31])[CH3:32])=[O:33])=[O:34])[cH:8][cH:9][c:10]1[OH:11].[CH2:35]([Cl:36])[Cl:37].[F:38][C:39]([F:40])([F:41])[C:42]([OH:43])=[O:44]>>[C:1]([CH3:2])([CH3:3])([CH3:4])[c:5]1[cH:6][c:7]([CH2:12][CH:13]([c:14]2[s:15][cH:16][cH:17][n:18]2)[NH:19][C:20]([CH:21]([CH:22]([CH3:23])[CH3:24])[NH:25][CH3:26])=[O:34])[cH:8][cH:9][c:10]1[OH:11].